This data is from the Open Reaction Database (ORD), a public repository of structured organic reaction records. The task is: describe an organic reaction: reactants, conditions, products, and yield Reactants: C1(=CC=CC=C1)C(C)(C)NC=1N=C(C=2N=CN([C@@H]3[C@H](O)[C@H](O)[C@@H](CO)O3)C2N1)N ((S)-2-[(phenylisopropyl)amino]adenosine), C1(=CC=CC=C1)[C@@H](CC)N ((R)-1-phenylpropylamine). Procedure details: Combine the acetonide (2) (3.4 g, 9.95 mmol) with (R)-1-phenylpropylamine (8.62 g) and heat to reflux for 18 hours. Remove some of the excess amine by distillation. After cooling, purify by flash chromatography (3% methanol in dichloromethane). Triturate the product with diethyl ether to provide the secondary amine (3) (1.38 g); 1H NMR (CDCl3) δ 7.41 (1H, s), 7.21-7.34 (4H, m), 7.14-7.22 (1H, m), 5.69 (1H, d), 5.50 (2H, s), 5.25 (1H, d), 5.10 (1H, t), 5.01 (1H, q), 4.90 (1H, q), 4.41 (1H, s), 3.... Isolated yield 34.6%. Reaction SMILES: [C:1]1([C:7]([NH:10][C:11]2[N:12]=[C:13]([NH2:29])[C:14]3[N:15]=[CH:16][N:17]([C:27]=3[N:28]=2)[C@H:18]2[O:26][C@H:23]([CH2:24][OH:25])[C@@H:21]([OH:22])[C@H:19]2[OH:20])([CH3:9])C)[CH:6]=[CH:5][CH:4]=[CH:3][CH:2]=1.[C:30]1([C@H](N)CC)C=CC=CC=1>>[C:1]1([CH:7]([NH:10][C:11]2[N:12]=[C:13]([NH2:29])[C:14]3[N:15]=[CH:16][N:17]([C:27]=3[N:28]=2)[C@@H:18]2[O:26][C@H:23]([CH2:24][OH:25])[C@@H:21]([OH:22])[C@H:19]2[OH:20])[CH2:9][CH3:30])[CH:2]=[CH:3][CH:4]=[CH:5][CH:6]=1. Yields the product C1(=CC=CC=C1)C(CC)NC=1N=C(C=2N=CN([C@H]3[C@H](O)[C@H](O)[C@@H](CO)O3)C2N1)N ((R)-2-[(1-Phenylpropyl)amino]adenosine). Reactants: O=C([O-])O, CN(C)C=O, Oc1ccc(-n2nc(C(F)(F)F)cc2C=Cc2ccccc2)cc1, ClCCCN1CCCC1, [H-], [I-], [Na+], [Na+], [Na+]. Yields the product FC(F)(F)c1cc(C=Cc2ccccc2)n(-c2ccc(OCCCN3CCCC3)cc2)n1. RXN SMILES: [C:38](=[O:39])([OH:40])[O-:41].[CH3:43][N:44]([CH3:45])[CH:46]=[O:47].[CH:1](=[CH:2][c:3]1[cH:4][cH:5][cH:6][cH:7][cH:8]1)[c:9]1[cH:10][c:11]([C:21]([F:22])([F:23])[F:24])[n:12][n:13]1-[c:14]1[cH:15][cH:16][c:17]([OH:20])[cH:18][cH:19]1.[Cl:25][CH2:26][CH2:27][CH2:28][N:29]1[CH2:30][CH2:31][CH2:32][CH2:33]1.[H-:34].[I-:37].[Na+:35].[Na+:36].[Na+:42]>>[CH:1](=[CH:2][c:3]1[cH:4][cH:5][cH:6][cH:7][cH:8]1)[c:9]1[cH:10][c:11]([C:21]([F:22])([F:23])[F:24])[n:12][n:13]1-[c:14]1[cH:15][cH:16][c:17]([O:20][CH2:26][CH2:27][CH2:28][N:29]2[CH2:30][CH2:31][CH2:32][CH2:33]2)[cH:18][cH:19]1. Starting materials: CCOC(C)=O, CCO, COc1c(F)cc([N+](=O)[O-])c(OC)c1F. Product: COc1c(N)cc(F)c(OC)c1F. As a reaction SMILES: [C:16]([O:17][CH2:18][CH3:19])(=[O:20])[CH3:21].[CH2:22]([OH:23])[CH3:24].[F:1][c:2]1[c:3]([O:14][CH3:15])[c:4]([N+:11]([O-:12])=[O:13])[cH:5][c:6]([F:10])[c:7]1[O:8][CH3:9]>>[F:1][c:2]1[c:3]([O:14][CH3:15])[c:4]([NH2:11])[cH:5][c:6]([F:10])[c:7]1[O:8][CH3:9]. The reactants are BrBr, CCCCCC, Cc1c(C)c2c(c(C)c1O)CCC(C)(C)O2. Product: Cc1c(C)c2c(c(CBr)c1O)CCC(C)(C)O2. As a reaction SMILES: [Br:1][Br:2].[CH3:19][CH2:20][CH2:21][CH2:22][CH2:23][CH3:24].[CH3:3][C:4]1([CH3:18])[O:5][c:6]2[c:7]([CH3:17])[c:8]([CH3:16])[c:9]([OH:15])[c:10]([CH3:14])[c:11]2[CH2:12][CH2:13]1>>[Br:1][CH2:14][c:10]1[c:9]([OH:15])[c:8]([CH3:16])[c:7]([CH3:17])[c:6]2[c:11]1[CH2:12][CH2:13][C:4]([CH3:3])([CH3:18])[O:5]2. The reactants are N#N.C(C1=CN=CC=C1)(=O)N[C@@H](CCCCNC(=O)OCC1=CC=CC=C1)C(=O)N[C@@H]1CCC(=O)OC1=O (N2 nicotinoyl-N6 -benzyloxycarbonyl-L-lysyl-D-glutamic anhydride), N1[C@@H](C[C@@H]2CCCC[C@H]12)C(=O)O ((2S,3aS,7aS)octahydro-1H-indole-2-carboxylic acid). The solvent is N1=CC=CC=C1 (pyridine). Conditions: time 2 hour. The product is C(C1=CN=CC=C1)(=O)N[C@@H](CCCCNC(=O)OCC1=CC=CC=C1)C(=O)N[C@H](CCC(=O)N1[C@@H](C[C@@H]2CCCC[C@H]12)C(=O)O)C(=O)O ((2S,3aS,7aS)-1-(N2 -nicotinoyl-N6 -benzyloxycarbonyl-L-lysyl-gamma-D-glutamyl)octahydro-1H-indole-2-carboxylic acid). Isolated yield 29.3%. Reaction SMILES: N#N.[C:3]([NH:11][C@H:12]([C:28]([NH:30][C@H:31]1[C:37](=[O:38])[O:36][C:34](=[O:35])[CH2:33][CH2:32]1)=[O:29])[CH2:13][CH2:14][CH2:15][CH2:16][NH:17][C:18]([O:20][CH2:21][C:22]1[CH:27]=[CH:26][CH:25]=[CH:24][CH:23]=1)=[O:19])(=[O:10])[C:4]1[CH:9]=[CH:8][CH:7]=[N:6][CH:5]=1.[NH:39]1[C@@H:47]2[C@@H:42]([CH2:43][CH2:44][CH2:45][CH2:46]2)[CH2:41][C@H:40]1[C:48]([OH:50])=[O:49]>N1C=CC=CC=1>[C:3]([NH:11][C@H:12]([C:28]([NH:30][C@@H:31]([C:37]([OH:38])=[O:36])[CH2:32][CH2:33][C:34]([N:39]1[C@@H:47]2[C@@H:42]([CH2:43][CH2:44][CH2:45][CH2:46]2)[CH2:41][C@H:40]1[C:48]([OH:50])=[O:49])=[O:35])=[O:29])[CH2:13][CH2:14][CH2:15][CH2:16][NH:17][C:18]([O:20][CH2:21][C:22]1[CH:27]=[CH:26][CH:25]=[CH:24][CH:23]=1)=[O:19])(=[O:10])[C:4]1[CH:9]=[CH:8][CH:7]=[N:6][CH:5]=1 |f:0.1|. Reported procedure: A mixture of 5.0 g of D-glutamic acid and 7.1 g of sodium carbonate was dissolved in a mixture of 170 ml of water and 200 ml of acetonitrile, and a solution of 11 g of N6 -benzyloxycarbonyl-L-lysine N2 -carboxylic anhydride in acetonitrile was added at -10° C. with stirring. The mixture was stirred further for 2 hours at -10° C. The aqueous layer was washed with cold acetonitrile, neutralized, and concentrated under reduced pressure. The residue was purified by CHP20P column chromatograph (0%→50...